This data is from the Open Reaction Database (ORD), a public repository of structured organic reaction records. The task is: describe an organic reaction: reactants, conditions, products, and yield The reactants are O1CCN(CC1)C1=CC=C(C=C1)C1=CC2=NC=CN=C2C(=N1)NCC1CN(CCS1(=O)=O)C(=O)OC(C)(C)C (tert-butyl 2-((7-(4-morpholinophenyl)pyrido[4,3-b]pyrazin-5-ylamino)methyl)-1,1-dioxo-thiomorpholine-4-carboxylate). Solvent: Cl (HCl), C(C)(=O)OCC (ethyl acetate). Conditions: time 2 hour. Product: O1CCN(CC1)C1=CC=C(C=C1)C1=CC2=NC=CN=C2C(=N1)NCC1CNCCS1(=O)=O (7-(4-morpholinophenyl)-N-(1,1-dioxo-thiomorpholin-2-ylmethyl)pyrido[4,3-b]pyrazin-5-amine). Yield: 77.2%. As a reaction SMILES: [O:1]1[CH2:6][CH2:5][N:4]([C:7]2[CH:12]=[CH:11][C:10]([C:13]3[N:22]=[C:21]([NH:23][CH2:24][CH:25]4[S:30](=[O:32])(=[O:31])[CH2:29][CH2:28][N:27](C(OC(C)(C)C)=O)[CH2:26]4)[C:20]4[C:15](=[N:16][CH:17]=[CH:18][N:19]=4)[CH:14]=3)=[CH:9][CH:8]=2)[CH2:3][CH2:2]1>Cl.C(OCC)(=O)C>[O:1]1[CH2:6][CH2:5][N:4]([C:7]2[CH:8]=[CH:9][C:10]([C:13]3[N:22]=[C:21]([NH:23][CH2:24][CH:25]4[S:30](=[O:32])(=[O:31])[CH2:29][CH2:28][NH:27][CH2:26]4)[C:20]4[C:15](=[N:16][CH:17]=[CH:18][N:19]=4)[CH:14]=3)=[CH:11][CH:12]=2)[CH2:3][CH2:2]1. Procedure details: The tert-butyl 2-((7-(4-morpholinophenyl)pyrido[4,3-b]pyrazin-5-ylamino)methyl)-1,1-dioxo-thiomorpholine-4-carboxylate (52 mg, 0.094 mmol) was dissolved in the solution of HCl in ethyl acetate (3 mL), and the mixture was stirred at room temperature for 2 hours until TLC indicated Boc group was removed. The volatile materials was removed, the residue was neutralized with ammonium hydroxide (25%, 1 mL) and purified by C18 column to afford yellow solid 33 mg. MS (m/z): 455 (M+H)+